Dataset: the Open Reaction Database (ORD), a public repository of structured organic reaction records. Task: describe an organic reaction: reactants, conditions, products, and yield Solvent: C(C)O (ethanol), O (water). RXN SMILES: [S:1]1[CH:5]=[C:4]([C:6](=O)[C:7]([OH:9])=[O:8])[CH:3]=[N:2]1.[OH-:11].[Mg+2].[OH-].Cl.[NH2:15]O>C(O)C.O>[OH:11][N:15]=[C:6]([C:4]1[CH:3]=[N:2][S:1][CH:5]=1)[C:7]([OH:9])=[O:8] |f:1.2.3,4.5|. The yield is 76.1%. Procedure: A suspension of 2-(isothiazol-4-yl)glyoxylic acid (240 mg.), magnesium hydroxide (290 mg.) and hydroxylamine hydrochloride (140 mg.) in a mixture of ethanol (2 ml.) and water (10 ml.) was stirred for 2 hours at ambient temperature and allowed to stand overnight at ambient temperature. Ethanol was distilled off and to the residue was added ethyl acetate. The mixture was adjusted to pH 1 with 10% hydrochloric acid and the ethyl acetate layer was washed with water and dried over magnesium sulfate. ... Yields the product ON=C(C(=O)O)C=1C=NSC1 (2-hydroxyimino-2-(isothiazol-4-yl)acetic acid). Reaction conditions: time 2 hour. The reactants are S1N=CC(=C1)C(C(=O)O)=O (2-(isothiazol-4-yl)glyoxylic acid), [OH-].[Mg+2].[OH-] (magnesium hydroxide), Cl.NO (hydroxylamine hydrochloride). Starting materials: C(C)(C)(C)C=1C=C(C=O)C=C(C1)C(C)(C)C (3,5-di-tert-butylbenzaldehyde), CCN(C(C)C)C(C)C (DIPEA), CC(C=C)=O (but-3-en-2-one). Reagents/catalysts: [Br-].C(C)[N+]1=CSC(=C1C)CCO (3-ethyl-5-(2-hydroxyethyl)-4-methylthiazolium bromide). The solvent is CCO (EtOH). Reaction conditions: temperature 77.5 celsius. The product is C(C)(C)(C)C=1C=C(C=C(C1)C(C)(C)C)C(CCC(C)=O)=O (1-(3,5-Di-tert-butylphenyl)pentane-1,4-dione). Yield: 44.4%. Reaction SMILES: [C:1]([C:5]1[CH:6]=[C:7]([CH:10]=[C:11]([C:13]([CH3:16])([CH3:15])[CH3:14])[CH:12]=1)[CH:8]=[O:9])([CH3:4])([CH3:3])[CH3:2].CCN(C(C)C)C(C)C.[CH3:26][C:27](=[O:30])[CH:28]=[CH2:29]>CCO.[Br-].C([N+]1C(C)=C(CCO)SC=1)C>[C:13]([C:11]1[CH:10]=[C:7]([C:8](=[O:9])[CH2:29][CH2:28][C:27](=[O:30])[CH3:26])[CH:6]=[C:5]([C:1]([CH3:4])([CH3:3])[CH3:2])[CH:12]=1)([CH3:16])([CH3:15])[CH3:14] |f:4.5|. Procedure: To a solution of 3,5-di-tert-butylbenzaldehyde (10.9 g, 50 mmol) in EtOH (200 mL) was added DIPEA (12.9 g, 100 mmol), but-3-en-2-one (3.5 g, 50 mmol) and 3-ethyl-5-(2-hydroxyethyl)-4-methylthiazolium bromide (2.5 g, 10 mmol). This mixture was heated to 75-80° C. overnight, evaporated, diluted with water (50 mL) and extracted with EA. The organic layer was washed with brine, dried, concentrated and purified by CC (EA/PE=1/100) to afford compound 5a (6.4 g, 44%) as colorless oil. Reactants: C(C1=CC=CC=C1)=O (benzaldehyde), ( m ), ( s ), ( m ), C(C=CC1=CC=CC=C1)=O (cinnamaldehyde), ( s ), ( m ). The solvent is C(Cl)(Cl)Cl (CHCl3). The product is C1(=CC=CC=C1)C=CC=CCO (5-Phenyl-2,4-Pentadienol). RXN SMILES: [CH:1](=O)[C:2]1[CH:7]=[CH:6][CH:5]=[CH:4][CH:3]=1.[CH:9](=[O:18])[CH:10]=[CH:11][C:12]1C=CC=CC=1>C(Cl)(Cl)Cl>[C:2]1([CH:1]=[CH:12][CH:11]=[CH:10][CH2:9][OH:18])[CH:7]=[CH:6][CH:5]=[CH:4][CH:3]=1. Procedure: Analysis by GC and MS showed the major component to have m/e 160. Minor impurities included benzaldehyde and cinnamaldehyde. IR (CHCl3): cm-1 3620 (s), 3430 (br, OH), 3020 (s), 1650 (m), 1620 (m), 1600 (m). Reactants: N (ammonia), C(C)OC(=O)C=1N=CN(C1)CC1=C(C(=CC=C1)F)F (1-(2,3-difluorobenzyl)-imidazole-4-carboxylic acid ethyl ester), N (ammonia). Run in CO (methanol). Yields the product FC1=C(CN2C=NC(=C2)C(=O)N)C=CC=C1F (1-(2,3-difluorobenzyl)-imidazole-4-carboxamide). As a reaction SMILES: C([O:3][C:4]([C:6]1[N:7]=[CH:8][N:9]([CH2:11][C:12]2[CH:17]=[CH:16][CH:15]=[C:14]([F:18])[C:13]=2[F:19])[CH:10]=1)=O)C.[NH3:20]>CO>[F:19][C:13]1[C:14]([F:18])=[CH:15][CH:16]=[CH:17][C:12]=1[CH2:11][N:9]1[CH:10]=[C:6]([C:4]([NH2:20])=[O:3])[N:7]=[CH:8]1. Procedure details: 5.34 g of 1-(2,3-difluorobenzyl)-imidazole-4-carboxylic acid ethyl ester are dissolved in 80 ml of methanol and transferred to an autoclave. 20.0 g of ammonia are introduced under pressure and the whole is heated at 100° for 19 hours. When the excess ammonia has been blown off, the resulting product is filtered off and recrystallised from ethanol. 1-(2,3-difluorobenzyl)-imidazole-4-carboxamide having a melting point of 221°-222° is obtained. Starting materials: C(C)(C)N(C(C)C)CCN (diisopropylaminoethylamine), OC1=CC=C(C(CC2C(CCCC2)=O)=O)C=C1 (2-(p-hydroxyphenacyl) cyclohexanone). Run in C(C)(=O)O (acetic acid), O (water), Cl (hydrochloric acid). Yields the product C(C)(C)N(CCN1C(=CC=2CCCCC12)C1=CC=C(C=C1)O)C(C)C (1-(2-diisopropylaminoethyl)-2-(p-hydroxyphenyl)-4,5,6,7-tetrahydroindole). As a reaction SMILES: [CH:1]([N:4]([CH2:8][CH2:9][NH2:10])[CH:5]([CH3:7])[CH3:6])([CH3:3])[CH3:2].[OH:11][C:12]1[CH:27]=[CH:26][C:15]([C:16](=O)[CH2:17][CH:18]2[CH2:23][CH2:22][CH2:21][CH2:20][C:19]2=O)=[CH:14][CH:13]=1>C(O)(=O)C.O.Cl>[CH:1]([N:4]([CH:5]([CH3:7])[CH3:6])[CH2:8][CH2:9][N:10]1[C:19]2[CH2:20][CH2:21][CH2:22][CH2:23][C:18]=2[CH:17]=[C:16]1[C:15]1[CH:14]=[CH:13][C:12]([OH:11])=[CH:27][CH:26]=1)([CH3:3])[CH3:2]. Procedure: A solution of 5.77 g (0.04 mole) of diisopropylaminoethylamine and 9.3 g (0.04 mole) of 2-(p-hydroxyphenacyl) cyclohexanone in glacial acetic acid is refluxed under nitrogen for 14 hours, then cooled to ambient temperature and diluted with water and dilute hydrochloric acid. The aqueous solution is washed with ether, basified with 10% sodium carbonate and extracted with ether. After drying the ether solution over magnesium sulfate, the ether is removed to give a pale yellow solid. The solid is r... The reactants are CN(C(C(=O)OC)=O)C (methyl 2-(dimethylamino)-2-oxoacetate), S(O)(O)(=O)=O (sulfuric acid), CN(C(C(=O)OC)=O)C (methyl 2-(dimethylamino)-2-oxoacetate), C1(CCCCC1)O (cyclohexanol). Solvent: CO (methanol). Reaction conditions: temperature 80 celsius. The product is CN(C(C(=O)OC1CCCCC1)=O)C (cyclohexyl 2-(dimethylamino)-2-oxoacetate). Reaction SMILES: [CH3:1][N:2]([CH3:9])[C:3](=[O:8])[C:4]([O:6][CH3:7])=[O:5].[CH:10]1(O)[CH2:15][CH2:14]C[CH2:12][CH2:11]1.S(=O)(=O)(O)O>CO>[CH3:1][N:2]([CH3:9])[C:3](=[O:8])[C:4]([O:6][CH:7]1[CH2:14][CH2:15][CH2:10][CH2:11][CH2:12]1)=[O:5]. Procedure details: In a 1,000 mL reactor, are mixed at 20-25° C., methyl 2-(dimethylamino)-2-oxoacetate) (compound 1) (393 g, 3 mol), cyclohexanol (360 g, 3.6 mol) and 98% sulfuric acid (66 g, 0.67 mol). The temperature of the mixture is brought to and maintained at 80° C. for 36 hours. Progression of the reaction is followed by gas chromatography analysis. At the end of the reaction, the methanol formed is removed from the reaction medium by distillation under reduced vacuum (P min=150 mbars) and an aqueous solut... Starting materials: Cc1ccccc1, O=Cc1ccccc1, NC1CN2CCC1CC2, O. Yields the product CNC1CN2CCC1CC2. Reaction SMILES: [CH3:19][c:20]1[cH:21][cH:22][cH:23][cH:24][cH:25]1.[CH:10]([c:11]1[cH:12][cH:13][cH:14][cH:15][cH:16]1)=[O:17].[NH2:1][CH:2]1[CH2:3][N:4]2[CH2:5][CH2:6][CH:7]1[CH2:8][CH2:9]2.[OH2:18]>>[NH:1]([CH:2]1[CH2:3][N:4]2[CH2:5][CH2:6][CH:7]1[CH2:8][CH2:9]2)[CH3:10]. Reactants: P(=O)(O)(O)C(CC1=NC=CC=C1)S(=O)(=O)O (1-phosphono-2-(2-pyridinyl)ethanesulfonic acid). Reagents/catalysts: [Pd] (palladium on charcoal). Solvent: O (water). Run at time 2 day. Yields the product P(=O)(O)(O)C(CC1NCCCC1)S(=O)(=O)O (1-phosphono-2-(2-piperidinyl)ethanesulfonic acid). Reaction SMILES: [P:1]([CH:5]([S:13]([OH:16])(=[O:15])=[O:14])[CH2:6][C:7]1[CH:12]=[CH:11][CH:10]=[CH:9][N:8]=1)([OH:4])([OH:3])=[O:2]>[Pd].O>[P:1]([CH:5]([S:13]([OH:16])(=[O:14])=[O:15])[CH2:6][CH:7]1[CH2:12][CH2:11][CH2:10][CH2:9][NH:8]1)([OH:4])([OH:3])=[O:2]. Procedure details: A mixture of 1 g of 1-phosphono-2-(2-pyridinyl)ethanesulfonic acid and 0.5 g of palladium on charcoal catalyst in 50 ml of distilled water is hydrogenated on a Parr apparatus at 40 PSI for about 2 days. The catalyst is removed by filtration, and the filtrate is concentrated to a few mls. Ethanol is added slowly to precipitate a solid, which is recrystallized from water/ethanol to afford 1-phosphono-2-(2-piperidinyl)ethanesulfonic acid.